Dataset: the Open Reaction Database (ORD), a public repository of structured organic reaction records. Task: describe an organic reaction: reactants, conditions, products, and yield Starting materials: CC(C)(C)c1cc(NC(=O)Nc2cccc(S)c2)no1, O=C([O-])[O-], CC(C)O, CCOc1cc2ncnc(Cl)c2cc1OC, [Cs+], [Cs+]. Yields the product CCOc1cc2ncnc(Sc3cccc(NC(=O)Nc4cc(C(C)(C)C)on4)c3)c2cc1OC. Reaction SMILES: [C:1]([CH3:2])([CH3:3])([CH3:4])[c:5]1[cH:6][c:7]([NH:10][C:11](=[O:12])[NH:13][c:14]2[cH:15][c:16]([SH:20])[cH:17][cH:18][cH:19]2)[n:8][o:9]1.[C:37](=[O:38])([O-:39])[O-:40].[CH:43]([OH:44])([CH3:45])[CH3:46].[Cl:21][c:22]1[n:23][cH:24][n:25][c:26]2[cH:27][c:28]([O:34][CH2:35][CH3:36])[c:29]([O:32][CH3:33])[cH:30][c:31]12.[Cs+:41].[Cs+:42]>>[C:1]([CH3:2])([CH3:3])([CH3:4])[c:5]1[cH:6][c:7]([NH:10][C:11](=[O:12])[NH:13][c:14]2[cH:15][c:16]([S:20][c:22]3[n:23][cH:24][n:25][c:26]4[cH:27][c:28]([O:34][CH2:35][CH3:36])[c:29]([O:32][CH3:33])[cH:30][c:31]34)[cH:17][cH:18][cH:19]2)[n:8][o:9]1. The reactants are C(=O)NC=1SC=C(N1)C(C(=O)NC1[C@@H]2N(C(=CCS2)C(=O)O)C1=O)=NOCC1=NOC=C1 (7-[2-(2-formamidothiazol-4-yl)-2-(3-isoxazolylmethoxyimino)acetamido]-3-cephem-4-carboxylic acid), Cl (hydrochloric acid). Run in CO (methanol), O1CCCC1 (tetrahydrofuran), CO (methanol), O1CCCC1 (tetrahydrofuran). The product is NC=1SC=C(N1)C(C(=O)NC1[C@@H]2N(C(=CCS2)C(=O)O)C1=O)=NOCC1=NOC=C1 (7-[2-(2-aminothiazol-4-yl)-2-(3-isoxazolylmethoxyimino)acetamido]-3-cephem-4-carboxylic acid). The yield is 73.5%. RXN SMILES: C([NH:3][C:4]1[S:5][CH:6]=[C:7]([C:9](=[N:25][O:26][CH2:27][C:28]2[CH:32]=[CH:31][O:30][N:29]=2)[C:10]([NH:12][CH:13]2[C:23](=[O:24])[N:15]3[C:16]([C:20]([OH:22])=[O:21])=[CH:17][CH2:18][S:19][C@H:14]23)=[O:11])[N:8]=1)=O.Cl>CO.O1CCCC1>[NH2:3][C:4]1[S:5][CH:6]=[C:7]([C:9](=[N:25][O:26][CH2:27][C:28]2[CH:32]=[CH:31][O:30][N:29]=2)[C:10]([NH:12][CH:13]2[C:23](=[O:24])[N:15]3[C:16]([C:20]([OH:22])=[O:21])=[CH:17][CH2:18][S:19][C@H:14]23)=[O:11])[N:8]=1. Procedure: A solution of 7-[2-(2-formamidothiazol-4-yl)-2-(3-isoxazolylmethoxyimino)acetamido]-3-cephem-4-carboxylic acid (syn isomer, 1.20 g.) and conc. hydrochloric acid (1.09 g.) in methanol (18 ml.) and tetrahydrofuran (9 ml.) in methanol (18 ml.) and tetrahydrofuran (9 ml.) was stirred at room temperature for 2 hours. The solution was treated in a similar manner to that of Example 5-(2) to give 7-[2-(2-aminothiazol-4-yl)-2-(3-isoxazolylmethoxyimino)acetamido]-3-cephem-4-carboxylic acid (syn isomer, 0.... The reactants are C(C)(C)(C)C1=CC=C(N)C=C1 (4-t-butyl aniline), NC=1C=C(C(=O)NC2=CC(=C(C=C2)F)F)C=CC1OC (3-amino-N-(3,4-difluoro-phenyl)-4-methoxy-benzamide). Product: title compound, C(C1=CC=CC=C1)(=O)N (benzamide). Isolated yield 11.5%. Reaction SMILES: C(C1C=CC(N)=CC=1)(C)(C)C.N[C:13]1[CH:14]=[C:15]([CH:27]=[CH:28][C:29]=1OC)[C:16]([NH:18]C1C=CC(F)=C(F)C=1)=[O:17]>>[C:16]([NH2:18])(=[O:17])[C:15]1[CH:27]=[CH:28][CH:29]=[CH:13][CH:14]=1. Procedure details: The title compound was synthesized as in Example 1 using 4-t-butyl aniline (1.3 mL, 8.1 mmol), CSI (0.85 mL, 9.8 mmol), and 3-amino-N-(3,4-difluoro-phenyl)-4-methoxy-benzamide (1.9 g, 6.8 mmol) to give 0.095 g of benzamide, N-(3,4-difluorophenyl)-3-[[[[[[4-(1,1-dimethylethyl)phenyl]amino]carbonyl]amino]sulfonyl]amino]-4-methoxy-. Microanalysis: C25H26F2N4O5S.0.46 H2O; calculated: C=55.52; H=5.02; N=10.36. found: C=55.46; H=4.94; N=10.40. MS: M++1=533 Da. Mp 199-202° C. Starting materials: C(C)(C)(C)OC(C(=O)OC)C=1C(=C2C(=NC1C)NC=C2)C=2C=C1CCCOC1=CC2 (methyl 2-(tert-butoxy)-2-(4-(chroman-6-yl)-6-methyl-1H-pyrrolo[2,3-b]pyridin-5-yl)acetate), BrCC1=CC=C(C=C1)N1N=CN=C1 (1-(4-(bromomethyl)phenyl)-1H-1,2,4-triazole). Product: N1(N=CN=C1)C1=CC=C(CN2C=CC=3C2=NC(=C(C3C=3C=C2CCCOC2=CC3)C(C(=O)O)OC(C)(C)C)C)C=C1 (2-(1-(4-(1H-1,2,4-triazol-1-yl)benzyl)-4-(chroman-6-yl)-6-methyl-1H-pyrrolo[2,3-b]pyridin-5-yl)-2-(tert-butoxy)acetic acid). As a reaction SMILES: [C:1]([O:5][CH:6]([C:11]1[C:12]([C:21]2[CH:22]=[C:23]3[C:28](=[CH:29][CH:30]=2)[O:27][CH2:26][CH2:25][CH2:24]3)=[C:13]2[CH:20]=[CH:19][NH:18][C:14]2=[N:15][C:16]=1[CH3:17])[C:7]([O:9]C)=[O:8])([CH3:4])([CH3:3])[CH3:2].Br[CH2:32][C:33]1[CH:38]=[CH:37][C:36]([N:39]2[CH:43]=[N:42][CH:41]=[N:40]2)=[CH:35][CH:34]=1>>[N:39]1([C:36]2[CH:37]=[CH:38][C:33]([CH2:32][N:18]3[C:14]4=[N:15][C:16]([CH3:17])=[C:11]([CH:6]([O:5][C:1]([CH3:4])([CH3:2])[CH3:3])[C:7]([OH:9])=[O:8])[C:12]([C:21]5[CH:22]=[C:23]6[C:28](=[CH:29][CH:30]=5)[O:27][CH2:26][CH2:25][CH2:24]6)=[C:13]4[CH:20]=[CH:19]3)=[CH:34][CH:35]=2)[CH:43]=[N:42][CH:41]=[N:40]1. Procedure details: The title compound was prepared in a manner similar to that described in Example 27, Step H from methyl 2-(tert-butoxy)-2-(4-(chroman-6-yl)-6-methyl-1H-pyrrolo[2,3-b]pyridin-5-yl)acetate and 1-(4-(bromomethyl)phenyl)-1H-1,2,4-triazole. 1H NMR (400 MHz, CHLOROFORM-d) δ ppm 8.61 (br. s., 1 H), 8.13 (br. s., 1 H), 7.67 (d, J=8.4 Hz, 2 H), 7.52-7.39 (m, 3 H), 7.24-7.17 (m, 1 H), 7.12 (t, J=3.1 Hz, 1 H), 6.95 (dd, J=4.7, 8.4 Hz, 1 H), 6.37 (dd, J=3.5, 11.3 Hz, 1 H), 5.80-5.70 (m, 1 H), 5.64-5.52 (m, ... Starting materials: CC(C)(C)OC(=O)N1CCCC1C(=O)O, ClCCCl, NCc1cc(Cl)ccc1CN1CC(F)(F)C1, CN(C)C=O. The product is CC(C)(C)OC(=O)N1CCCC1C(=O)NCc1cc(Cl)ccc1CN1CC(F)(F)C1. Reaction SMILES: [C:21](=[O:22])([O:23][C:24]([CH3:25])([CH3:26])[CH3:27])[N:28]1[CH:29]([C:30](=[O:31])[OH:32])[CH2:33][CH2:34][CH2:35]1.[CH2:1]([Cl:2])[CH2:3][Cl:4].[Cl:5][c:6]1[cH:7][cH:8][c:9]([CH2:14][N:15]2[CH2:16][C:17]([F:19])([F:20])[CH2:18]2)[c:10]([CH2:11][NH2:12])[cH:13]1.[O:36]=[CH:37][N:38]([CH3:39])[CH3:40]>>[Cl:5][c:6]1[cH:7][cH:8][c:9]([CH2:14][N:15]2[CH2:16][C:17]([F:19])([F:20])[CH2:18]2)[c:10]([CH2:11][NH:12][C:30]([CH:29]2[N:28]([C:21](=[O:22])[O:23][C:24]([CH3:25])([CH3:26])[CH3:27])[CH2:35][CH2:34][CH2:33]2)=[O:31])[cH:13]1. Reactants: CC1=C(N2C(S1)=NC=C2C(C)=O)C (2,3-dimethylimidazo[2,1-b]thiazole-5-yl ethanone), C(C1=CC=CC=C1)=O (benzaldehyde), C[O-].[Na+] (sodium methoxide), CC1=C(N2C(S1)=NC=C2C(C)=O)C (2,3-dimethylimidazo[2,1-b]thiazol-5-yl ethanone), C(C1=CC=CC=C1)=O (benzaldehyde). The solvent is C1CCOC1 (THF), ice water. Product: CC1=C(N2C(S1)=NC=C2C(=O)\C=C\C2=CC=CC=C2)C (2,3-Dimethyl-(2-phenyl-E-ethenyl)imidazo[2,1-b]thiazol-5-yl methanone). RXN SMILES: [CH3:1][C:2]1[S:6][C:5]2=[N:7][CH:8]=[C:9]([C:10](=[O:12])[CH3:11])[N:4]2[C:3]=1[CH3:13].[CH:14](=O)[C:15]1[CH:20]=[CH:19][CH:18]=[CH:17][CH:16]=1.C[O-].[Na+]>C1COCC1>[CH3:1][C:2]1[S:6][C:5]2=[N:7][CH:8]=[C:9]([C:10](/[CH:11]=[CH:14]/[C:15]3[CH:20]=[CH:19][CH:18]=[CH:17][CH:16]=3)=[O:12])[N:4]2[C:3]=1[CH3:13] |f:2.3|. Procedure details: A solution of 1-(2,3-dimethylimidazo[2,1-b]thiazole-5-yl ethanone (See procedures from Preparation 6) (Formula D-1) (0.87 g) in THF (25 mL) was treated with benzaldehyde (0.52 mL) and sodium methoxide (0.11 g). After 18 hours trace 1-(2,3-dimethylimidazo[2,1-b]thiazol-5-yl ethanone remained and additional benzaldehyde (0.2 mL) was added. After an additional 2.5 hours the reaction was diluted with ice water and precipitated 2,3-Dimethyl-(2-phenyl-E-ethenyl)imidazo[2,1-b]thiazol-5-yl methanone (FI...